This data is from the Open Reaction Database (ORD), a public repository of structured organic reaction records. The task is: describe an organic reaction: reactants, conditions, products, and yield The solvent is CN(C)C=O (DMF). The product is [N+](=O)([O-])C1=CC=C(C(=O)C2=CC=C(COC=3N=C4N(C(C3C)=O)C(=CS4)C)C=C2)C=C1 (7-[4-(4-Nitrobenzoyl)benzyloxy]-3,6-dimethyl-5H-thiazolo[3,2-a]pyrimidin-5-one). RXN SMILES: [CH3:1][C:2]1[N:6]2[C:7](=[O:13])[C:8]([CH3:12])=[C:9]([OH:11])[N:10]=[C:5]2[S:4][CH:3]=1.C(=O)([O-])[O-].[K+].[K+].[N+:20]([C:23]1[CH:38]=[CH:37][C:26]([C:27]([C:29]2[CH:36]=[CH:35][C:32]([CH2:33]Br)=[CH:31][CH:30]=2)=[O:28])=[CH:25][CH:24]=1)([O-:22])=[O:21]>CN(C=O)C>[N+:20]([C:23]1[CH:24]=[CH:25][C:26]([C:27]([C:29]2[CH:36]=[CH:35][C:32]([CH2:33][O:11][C:9]3[N:10]=[C:5]4[S:4][CH:3]=[C:2]([CH3:1])[N:6]4[C:7](=[O:13])[C:8]=3[CH3:12])=[CH:31][CH:30]=2)=[O:28])=[CH:37][CH:38]=1)([O-:22])=[O:21] |f:1.2.3|. The yield is 8.8%. Procedure details: To a solution of 3,6-dimethyl-7-hydroxy-5H-thiazolo[3,2-a]pyrimidin-5-one (537 mg) and potassium carbonate (618 mg) in DMF (10 ml) was added 4-(4-nitrobenzoyl)benzyl bromide (909 mg) and the mixture was stirred at 80° C. for 2 hours. This reaction mixture was concentrated and the residue was diluted with water-ethyl acetate and extracted with ethyl acetate. The extract was purified by silica gel column chromatography (hexane: ethyl acetate =2:1) and recrystallized from ethyl acetate to provide t... Starting materials: CC1=CSC=2N1C(C(=C(N2)O)C)=O (3,6-dimethyl-7-hydroxy-5H-thiazolo[3,2-a]pyrimidin-5-one), C([O-])([O-])=O.[K+].[K+] (potassium carbonate), [N+](=O)([O-])C1=CC=C(C(=O)C2=CC=C(CBr)C=C2)C=C1 (4-(4-nitrobenzoyl)benzyl bromide). Conditions: temperature 80 celsius, time 2 hour. Reactants: [F-].[Cs+] (cesium fluoride), COCC1OC(OC1)=O (4-methoxymethyl-1,3-dioxolan-2-one), C1(=CC=CC=C1)NC(=O)OCC (Phenylurethane). Run in CN(C=O)C (N,N-dimethylformamide). Conditions: temperature 140 celsius, time 50 hour. Product: C1(=CC=CC=C1)N1C(OC(C1)COC)=O (3-phenyl-5-methoxymethyloxazolidin-2-one). Yield: 68.0%. As a reaction SMILES: [C:1]1([NH:7][C:8]([O:10][CH2:11][CH3:12])=[O:9])[CH:6]=[CH:5][CH:4]=[CH:3][CH:2]=1.[F-].[Cs+].[CH3:15][O:16][CH2:17]C1COC(=O)O1>CN(C)C=O>[C:1]1([N:7]2[CH2:12][CH:11]([CH2:15][O:16][CH3:17])[O:10][C:8]2=[O:9])[CH:6]=[CH:5][CH:4]=[CH:3][CH:2]=1 |f:1.2|. Procedure details: Phenylurethane (15.0 g, 90.9 mmol) was dissolved in N,N-dimethylformamide (40 mL), and thereto were added cesium fluoride (1.15 g, 7.57 mmol) and 4-methoxymethyl-1,3-dioxolan-2-one (10.0 g, 75.7 mol), in order. The mixture was stirred for 50 hours at 140° C. under an atmosphere of argon. After filtering off the insoluble materials, the filtrate was condensed in vacuo, and the residue was purified by silica gel chromatography to give the subject 3-phenyl-5-methoxymethyloxazolidin-2-one (12.8 g, y... Starting materials: NC(=O)C1(c2cccc(Sc3ccc(Br)cc3Cl)c2)CCOCC1, O=C([O-])[O-], Cn1nccc1B(O)O, CCOC(C)=O, [Cs+], [Cs+], C1COCCO1. Yields the product Cn1nccc1-c1ccc(Sc2cccc(C3(C(N)=O)CCOCC3)c2)c(Cl)c1. As a reaction SMILES: [Br:1][c:2]1[cH:3][c:4]([Cl:24])[c:5]([S:8][c:9]2[cH:10][c:11]([C:15]3([C:21](=[O:22])[NH2:23])[CH2:16][CH2:17][O:18][CH2:19][CH2:20]3)[cH:12][cH:13][cH:14]2)[cH:6][cH:7]1.[C:40](=[O:41])([O-:42])[O-:43].[CH3:25][n:26]1[n:27][cH:28][cH:29][c:30]1[B:31]([OH:32])[OH:33].[CH3:46][CH2:47][O:48][C:49](=[O:50])[CH3:51].[Cs+:44].[Cs+:45].[O:34]1[CH2:35][CH2:36][O:37][CH2:38][CH2:39]1>>[c:2]1(-[c:30]2[n:26]([CH3:25])[n:27][cH:28][cH:29]2)[cH:3][c:4]([Cl:24])[c:5]([S:8][c:9]2[cH:10][c:11]([C:15]3([C:21](=[O:22])[NH2:23])[CH2:16][CH2:17][O:18][CH2:19][CH2:20]3)[cH:12][cH:13][cH:14]2)[cH:6][cH:7]1. Reactants: ClC1=NC=CC=C1C1=NC=NC=C1 (4-(2-Chloro-pyridin-3-yl)-pyrimidine), NC=1C=C(C=CC1C)NC(C1=CC(=C(C=C1)Cl)Cl)=O (N-(3-amino-4-methyl-phenyl)-3,4-dichloro-benzamide), C=1C=CC(=CC1)P(C=2C=CC=CC2)C3=CC=C4C=CC=CC4=C3C5=C6C=CC=CC6=CC=C5P(C=7C=CC=CC7)C=8C=CC=CC8 (rac-BINAP), C(=O)([O-])[O-].[K+].[K+] (K2CO3). The reagents and catalysts are CC(=O)[O-].CC(=O)[O-].[Pd+2] (Pd(OAc)2). The solvent is C1(=CC=CC=C1)C (toluene), O (water). Yields the product ClC=1C=C(C(=O)NC2=CC(=C(C=C2)C)NC2=NC=CC=C2C2=NC=NC=C2)C=CC1Cl (3,4-Dichloro-N-(4-methyl-3-((3-(4-pyrimidinyl)-2-pyridinyl)amino)phenyl)benzamide). Reaction SMILES: Cl[C:2]1[C:7]([C:8]2[CH:13]=[CH:12][N:11]=[CH:10][N:9]=2)=[CH:6][CH:5]=[CH:4][N:3]=1.[NH2:14][C:15]1[CH:16]=[C:17]([NH:22][C:23](=[O:32])[C:24]2[CH:29]=[CH:28][C:27]([Cl:30])=[C:26]([Cl:31])[CH:25]=2)[CH:18]=[CH:19][C:20]=1[CH3:21].C1C=CC(P(C2C(C3C(P(C4C=CC=CC=4)C4C=CC=CC=4)=CC=C4C=3C=CC=C4)=C3C(C=CC=C3)=CC=2)C2C=CC=CC=2)=CC=1.C([O-])([O-])=O.[K+].[K+]>C1(C)C=CC=CC=1.O.CC([O-])=O.CC([O-])=O.[Pd+2]>[Cl:31][C:26]1[CH:25]=[C:24]([CH:29]=[CH:28][C:27]=1[Cl:30])[C:23]([NH:22][C:17]1[CH:18]=[CH:19][C:20]([CH3:21])=[C:15]([NH:14][C:2]2[C:7]([C:8]3[CH:13]=[CH:12][N:11]=[CH:10][N:9]=3)=[CH:6][CH:5]=[CH:4][N:3]=2)[CH:16]=1)=[O:32] |f:3.4.5,8.9.10|. Reported procedure: 4-(2-Chloro-pyridin-3-yl)-pyrimidine (60 mg, 0.30 mmol), N-(3-amino-4-methyl-phenyl)-3,4-dichloro-benzamide (107 mg, 0.36 mmol), Pd(OAc)2 (4 mg, 0.012 mmol), rac-BINAP (8 mg, 0.012 mmol) and K2CO3 (829 mg, 6.0 mmol) in toluene (3.0 mL) were reacted overnight at 130° C. The reaction was diluted with water and extracted with EtOAc. The organic layer was dried over anhydrous Na2SO4, filter, concentrated and purified by reverse-phase HPLC (Gilson, acidic mobile phase) yielding the title compound. MS... The reactants are COC(C)(C)CCCC(C)CC[Mg+], CC(C)c1ccc(C=O)cc1, [Cl-], Cl, C1CCOC1. The product is COC(C)(C)CCCC(C)CCC(O)c1ccc(C(C)C)cc1. Reaction SMILES: [CH3:2][O:3][C:4]([CH2:5][CH2:6][CH2:7][CH:8]([CH2:9][CH2:10][Mg+:11])[CH3:12])([CH3:13])[CH3:14].[CH:15]([CH3:16])([CH3:17])[c:18]1[cH:19][cH:20][c:21]([CH:22]=[O:23])[cH:24][cH:25]1.[Cl-:1].[ClH:26].[O:27]1[CH2:28][CH2:29][CH2:30][CH2:31]1>>[CH3:2][O:3][C:4]([CH2:5][CH2:6][CH2:7][CH:8]([CH2:9][CH2:10][CH:22]([c:21]1[cH:20][cH:19][c:18]([CH:15]([CH3:16])[CH3:17])[cH:25][cH:24]1)[OH:23])[CH3:12])([CH3:13])[CH3:14]. Reactants: COc1ccc(C2CC=CCC2NC(=O)c2ccc(OCC3CC3)c(OCC3CC3)c2)cc1OC, O=C(OO)c1cccc(Cl)c1, ClCCl. As a reaction SMILES: [CH:1]1([CH2:4][O:5][c:6]2[cH:7][c:8]([C:9](=[O:10])[NH:11][CH:12]3[CH2:13][CH:14]=[CH:15][CH2:16][CH:17]3[c:18]3[cH:19][c:20]([O:26][CH3:27])[c:21]([O:24][CH3:25])[cH:22][cH:23]3)[cH:28][cH:29][c:30]2[O:31][CH2:32][CH:33]2[CH2:34][CH2:35]2)[CH2:2][CH2:3]1.[Cl:36][c:37]1[cH:38][cH:39][cH:40][c:41]([C:42]([O:43][OH:45])=[O:44])[cH:46]1.[Cl:47][CH2:48][Cl:49]>>[CH:1]1([CH2:4][O:5][c:6]2[cH:7][c:8]([C:9](=[O:10])[NH:11][CH:12]3[CH2:13][CH:14]4[CH:15]([CH2:16][CH:17]3[c:18]3[cH:19][c:20]([O:26][CH3:27])[c:21]([O:24][CH3:25])[cH:22][cH:23]3)[O:44]4)[cH:28][cH:29][c:30]2[O:31][CH2:32][CH:33]2[CH2:34][CH2:35]2)[CH2:2][CH2:3]1. Product: COc1ccc(C2CC3OC3CC2NC(=O)c2ccc(OCC3CC3)c(OCC3CC3)c2)cc1OC. Reactants: S(O)(O)(=O)=O (sulfuric acid), [Cr](=O)(=O)([O-])O[Cr](=O)(=O)[O-].[Na+].[Na+] (sodium dichromate), C(=O)(OCC1=CC=CC=C1)N[C@@H](C(C)C)C(=O)NC(C(C)C)C(C(C(CC1CCCCC1)NC([C@@H](NC(=O)OCC1=CC=CC=C1)C(C)C)=O)O)(F)F (3,6-Bis-(Cbz-valinyl-amino)-7-cyclohexyl-5 hydroxy-4,4-difluoro-2-methylheptane). Solvent: C(C)(=O)O (acetic acid), C(C)(=O)O (acetic acid). Conditions: time 1 hour. Yields the product C(=O)(OCC1=CC=CC=C1)N[C@@H](C(C)C)C(=O)NC(C(C)C)C(C(C(CC1CCCCC1)NC([C@@H](NC(=O)OCC1=CC=CC=C1)C(C)C)=O)=O)(F)F (3,6-Bis-(Cbz-valinyl-amino)-7-cyclohexyl-5-oxo-4,4-difluoro-2-methylheptane). The yield is 80.2%. RXN SMILES: S(=O)(=O)(O)O.[Cr](O[Cr]([O-])(=O)=O)([O-])(=O)=O.[Na+].[Na+].[C:17]([NH:27][C@H:28]([C:32]([NH:34][CH:35]([C:39]([F:69])([F:68])[CH:40]([OH:67])[CH:41]([NH:49][C:50](=[O:66])[C@H:51]([CH:63]([CH3:65])[CH3:64])[NH:52][C:53]([O:55][CH2:56][C:57]1[CH:62]=[CH:61][CH:60]=[CH:59][CH:58]=1)=[O:54])[CH2:42][CH:43]1[CH2:48][CH2:47][CH2:46][CH2:45][CH2:44]1)[CH:36]([CH3:38])[CH3:37])=[O:33])[CH:29]([CH3:31])[CH3:30])([O:19][CH2:20][C:21]1[CH:26]=[CH:25][CH:24]=[CH:23][CH:22]=1)=[O:18]>C(O)(=O)C>[C:17]([NH:27][C@H:28]([C:32]([NH:34][CH:35]([C:39]([F:68])([F:69])[C:40](=[O:67])[CH:41]([NH:49][C:50](=[O:66])[C@H:51]([CH:63]([CH3:65])[CH3:64])[NH:52][C:53]([O:55][CH2:56][C:57]1[CH:58]=[CH:59][CH:60]=[CH:61][CH:62]=1)=[O:54])[CH2:42][CH:43]1[CH2:44][CH2:45][CH2:46][CH2:47][CH2:48]1)[CH:36]([CH3:38])[CH3:37])=[O:33])[CH:29]([CH3:31])[CH3:30])([O:19][CH2:20][C:21]1[CH:26]=[CH:25][CH:24]=[CH:23][CH:22]=1)=[O:18] |f:1.2.3|. Procedure: A solution of oxidant was prepared as follows: to 392 mg of sulfuric acid was added 5 ml of acetic acid and 298 mg of sodium dichromate. To a solution of 150 mg of the resultant compound of Example 182 in 10 ml of acetic acid was added 2 ml of the oxidant. After stirring at ambient temperature for 1 hr, the acetic acid was removed under vacuum and the residue was dissolved in 50 ml of ethyl acetate and washed with 30 ml of water. The aqueous layer was extracted with ethyl acetate (2×40 ml) and t...